This data is from the Open Reaction Database (ORD), a public repository of structured organic reaction records. The task is: describe an organic reaction: reactants, conditions, products, and yield The reactants are [BH4-], CO, CC(=O)Oc1ccc(-c2nc(C)c(C=O)o2)cc1, [Na+], O. The product is CC(=O)Oc1ccc(-c2nc(C)c(CO)o2)cc1. As a reaction SMILES: [BH4-:19].[CH3:21][OH:22].[CH:1](=[O:2])[c:3]1[c:4]([CH3:18])[n:5][c:6](-[c:8]2[cH:9][cH:10][c:11]([O:14][C:15]([CH3:16])=[O:17])[cH:12][cH:13]2)[o:7]1.[Na+:20].[OH2:23]>>[CH2:1]([OH:2])[c:3]1[c:4]([CH3:18])[n:5][c:6](-[c:8]2[cH:9][cH:10][c:11]([O:14][C:15]([CH3:16])=[O:17])[cH:12][cH:13]2)[o:7]1.